Task: describe an organic reaction: reactants, conditions, products, and yield. Dataset: the Open Reaction Database (ORD), a public repository of structured organic reaction records Reactants: C(C)(C)(C)OC1=CC=C(C=C1)C[C@@H](C(=O)N([C@H](C(OCC)OCC)C)CC1=CSC=2C1=NC(=CC2)Cl)NC(OCC2C1=CC=CC=C1C=1C=CC=CC21)=O ((9H-fluoren-9-yl)methyl (S)-3-(4-tert-butoxyphenyl)-1-(((5-chlorothieno[3,2-b]pyridin-3-yl)methyl)((S)-1,1-diethoxypropan-2-yl)amino)-1-oxopropan-2-ylcarbamate), N1CCCCC1 (piperidine). Yields the product N[C@H](C(=O)N([C@H](C(OCC)OCC)C)CC1=CSC=2C1=NC(=CC2)Cl)CC2=CC=C(C=C2)OC(C)(C)C ((S)-2-amino-3-(4-tert-butoxyphenyl)-N-((5-chlorothieno[3,2-b]pyridin-3-yl)methyl)-N—((S)-1,1-diethoxypropan-2-yl)propanamide). The yield is 118.6%. RXN SMILES: [C:1]([O:5][C:6]1[CH:11]=[CH:10][C:9]([CH2:12][C@H:13]([NH:37]C(=O)OCC2C3C=CC=CC=3C3C2=CC=CC=3)[C:14]([N:16]([CH2:26][C:27]2[C:31]3=[N:32][C:33]([Cl:36])=[CH:34][CH:35]=[C:30]3[S:29][CH:28]=2)[C@@H:17]([CH3:25])[CH:18]([O:22][CH2:23][CH3:24])[O:19][CH2:20][CH3:21])=[O:15])=[CH:8][CH:7]=1)([CH3:4])([CH3:3])[CH3:2].N1CCCCC1>>[NH2:37][C@@H:13]([CH2:12][C:9]1[CH:10]=[CH:11][C:6]([O:5][C:1]([CH3:4])([CH3:3])[CH3:2])=[CH:7][CH:8]=1)[C:14]([N:16]([CH2:26][C:27]1[C:31]2=[N:32][C:33]([Cl:36])=[CH:34][CH:35]=[C:30]2[S:29][CH:28]=1)[C@@H:17]([CH3:25])[CH:18]([O:22][CH2:23][CH3:24])[O:19][CH2:20][CH3:21])=[O:15]. Procedure: According to the procedure described in the synthesis method of Compound IV-1, (9H-fluoren-9-yl)methyl (S)-3-(4-tert-butoxyphenyl)-1-(((5-chlorothieno[3,2-b]pyridin-3-yl)methyl)((S)-1,1-diethoxypropan-2-yl)amino)-1-oxopropan-2-ylcarbamate (Compound III-7) 512 mg (0.66 mmol) was treated with piperidine and purified on silica gel column chromatography (n-hexane:ethyl acetate=9:1, chloroform:methanol=100:0 and 8:2) to obtain the title compound 429 mg (119%). Reaction SMILES: [CH2:1]([CH2:2][CH2:3][CH2:4][OH:5])[OH:6].[CH3:7][CH2:8][CH2:9][CH2:10][CH2:11][CH2:12][CH2:13][CH2:14][CH2:15][CH2:16][CH2:17][CH2:18][CH2:19][CH2:20][CH2:21][CH2:22][CH2:23][CH2:24][CH2:25][CH2:26][CH2:27][CH2:28][CH2:29][CH2:30][CH2:31][CH2:32][CH2:33][C:34]([OH:35])=[O:36].[Sn:37]>>[CH2:1]([CH2:2][CH2:3][CH2:4][OH:5])[OH:6].[CH3:7][CH2:8][CH2:9][CH2:10][CH2:11][CH2:12][CH2:13][CH2:14][CH2:15][CH2:16][CH2:17][CH2:18][CH2:19][CH2:20][CH2:21][CH2:22][CH2:23][CH2:24][CH2:25][CH2:26][CH2:27][CH2:28][CH2:29][CH2:30][CH2:31][CH2:32][CH2:33][C:34](=[O:35])[OH:36]. Reactants: OCCCCO, CCCCCCCCCCCCCCCCCCCCCCCCCCCC(=O)O, [Sn]. Yields the product OCCCCO, CCCCCCCCCCCCCCCCCCCCCCCCCCCC(=O)O.